Dataset: the Open Reaction Database (ORD), a public repository of structured organic reaction records. Task: describe an organic reaction: reactants, conditions, products, and yield The yield is 48.7%. Reaction SMILES: [H-].[Al+3].[Li+].[H-].[H-].[H-].[C:7]([C:11]1[CH:16]=[C:15]([Cl:17])[C:14]([N:18]=[C:19]2[NH:23][CH2:22][CH2:21][NH:20]2)=[C:13]([Cl:24])[CH:12]=1)(OC)=[O:8].C(OCC)(=O)C>O1CCCC1>[Cl:24][C:13]1[CH:12]=[C:11]([CH2:7][OH:8])[CH:16]=[C:15]([Cl:17])[C:14]=1[N:18]=[C:19]1[NH:20][CH2:21][CH2:22][NH:23]1 |f:0.1.2.3.4.5|. The reactants are [H-].[Al+3].[Li+].[H-].[H-].[H-] (Lithium aluminium hydride), C(=O)(OC)C1=CC(=C(C(=C1)Cl)N=C1NCCN1)Cl (2-(4-carbomethoxy-2,6-dichlorophenylimino)imidazolidine), C(C)(=O)OCC (ethyl acetate). Procedure details: Lithium aluminium hydride (300 mg, 7.9 mM) was added to a stirred suspension of 2-(4-carbomethoxy-2,6-dichlorophenylimino)imidazolidine (750 mg, 2.6 mM) in dry tetrahydrofuran (50 ml) with stirring. The mixture was then stirred at room temperature for several hours after which time ethyl acetate was carefully added. The solvent was then removed under vacuum and water was added to the residue. After basification with dilute sodium hydroxide the aqueous mixture was extracted several times with eth... Run in O1CCCC1 (tetrahydrofuran). Yields the product ClC1=C(C(=CC(=C1)CO)Cl)N=C1NCCN1 (2-(2,6-dichloro-4-hydroxymethylphenylimino)imidazolidine). Starting materials: [Si](C)(C)(C(C)(C)C)OCCCCC1=CC(=C(C(O1)=O)C(CC)=O)O (6-(4-((t-Butyldimethylsilyl)oxy)butyl)-4-hydroxy-3-propionyl-2H-pyran-2-one), C(=O)(O)[O-].[Na+] (NaHCO3). Solvent: CC(=O)O.C1CCOC1.O (AcOH THF water). The product is OC1=C(C(OC(=C1)CCCCO)=O)C(CC)=O (4-hydroxy-6-(4-hydroxybutyl)-3-propionyl-2H-pyran-2-one). As a reaction SMILES: [Si]([O:8][CH2:9][CH2:10][CH2:11][CH2:12][C:13]1[O:18][C:17](=[O:19])[C:16]([C:20](=[O:23])[CH2:21][CH3:22])=[C:15]([OH:24])[CH:14]=1)(C(C)(C)C)(C)C.C([O-])(O)=O.[Na+]>CC(O)=O.C1COCC1.O>[OH:24][C:15]1[CH:14]=[C:13]([CH2:12][CH2:11][CH2:10][CH2:9][OH:8])[O:18][C:17](=[O:19])[C:16]=1[C:20](=[O:23])[CH2:21][CH3:22] |f:1.2,3.4.5|. Procedure details: 6-(4-((t-Butyldimethylsilyl)oxy)butyl)-4-hydroxy-3-propionyl-2H-pyran-2-one (XIV; 5 g; 14.1 mmol) in 150 ml AcOH/THF/water (3/1/1, v/v/v) was stirred at 28° C. for 18 h. The reaction mixture was neutralized with saturated NaHCO3, extracted with 3×150 ml EtOAc, dried with Na2SO4, and evaporated to an oil. The product was purified via silica chromatography (40% EtOAc in hexanes). Starting materials: CCO, O=C1c2ccccc2C(=O)N1CCc1c(Cl)ncnc1NC1CCc2ccccc21, NN, O. Yields the product NCCc1c(Cl)ncnc1NC1CCc2ccccc21. RXN SMILES: [CH3:34][CH2:35][OH:36].[Cl:1][c:2]1[n:3][cH:4][n:5][c:6]([NH:21][CH:22]2[CH2:23][CH2:24][c:25]3[cH:26][cH:27][cH:28][cH:29][c:30]32)[c:7]1[CH2:8][CH2:9][N:10]1[C:11](=[O:12])[c:13]2[c:14]([cH:15][cH:16][cH:17][cH:18]2)[C:19]1=[O:20].[NH2:32][NH2:33].[OH2:31]>>[Cl:1][c:2]1[n:3][cH:4][n:5][c:6]([NH:21][CH:22]2[CH2:23][CH2:24][c:25]3[cH:26][cH:27][cH:28][cH:29][c:30]32)[c:7]1[CH2:8][CH2:9][NH2:10]. Reactants: OC=1N=CC(=NC1)C(=O)O (5-Hydroxypyrazine-2-carboxylic acid), S(=O)(Cl)Cl (thionyl chloride), CN(C=O)C (dimethylformamide), ice. The product is ClC=1N=CC(=NC1)C(=O)O (5-chloropyrazine-2-carboxylic acid). Isolated yield 75.0%. RXN SMILES: O[C:2]1[N:3]=[CH:4][C:5]([C:8]([OH:10])=[O:9])=[N:6][CH:7]=1.CN(C)C=O.S(Cl)([Cl:18])=O>>[Cl:18][C:2]1[N:3]=[CH:4][C:5]([C:8]([OH:10])=[O:9])=[N:6][CH:7]=1. Procedure details: 5-Hydroxypyrazine-2-carboxylic acid (1.0 g, 0.007 mol) was taken in thionyl chloride (10 mL), to this solution dimethylformamide (0.1 mL) was added which was heated to reflux for 16 h. After this period, excess thionyl chloride was distilled off to get crude compound, which was added to ice (20 g) and extracted with ethyl acetate (2×70 mL). The organic layers were combined and dried over anhydrous sodium sulphate and concentrated under reduced pressure to obtain brown solid which was triturated ...